This data is from the Open Reaction Database (ORD), a public repository of structured organic reaction records. The task is: describe an organic reaction: reactants, conditions, products, and yield Reactants: C(CCCCCCCCCCC)(=O)O[C@@H](CSC[C@@H](C(NCCCOCCCCOCCCNC(OC(C)(C)C)=O)=O)NC(=O)OCC1C2=CC=CC=C2C=2C=CC=CC12)COC(CCCCCCCCCCC)=O ((20R,24R)-20-(((9H-fluoren-9-yl)methoxy)carbonylamino)-2,2-dimethyl-4,19-dioxo-3,9,14-trioxa-22-thia-5,18-diazapentacosane-24,25-diyl didodecanoate). Solvent: C(=O)(C(F)(F)F)O.C(Cl)Cl (TFA DCM), C(Cl)Cl (DCM). Product: C(CCCCCCCCCCC)(=O)OC[C@H](CSC[C@@H](C(NCCCOCCCCOCCCN)=O)NC(=O)OCC1C2=CC=CC=C2C=2C=CC=CC12)OC(CCCCCCCCCCC)=O ((2R,6R)-6-(((9H-fluoren-9-yl)methoxy)carbonylamino)-20-amino-7-oxo-12,17-dioxa-4-thia-8-azaicosane-1,2-diyl didodecanoate). RXN SMILES: [C:1]([O:14][C@H:15]([CH2:61][O:62][C:63](=[O:75])[CH2:64][CH2:65][CH2:66][CH2:67][CH2:68][CH2:69][CH2:70][CH2:71][CH2:72][CH2:73][CH3:74])[CH2:16][S:17][CH2:18][C@H:19]([NH:43][C:44]([O:46][CH2:47][CH:48]1[C:60]2[CH:59]=[CH:58][CH:57]=[CH:56][C:55]=2[C:54]2[C:49]1=[CH:50][CH:51]=[CH:52][CH:53]=2)=[O:45])[C:20](=[O:42])[NH:21][CH2:22][CH2:23][CH2:24][O:25][CH2:26][CH2:27][CH2:28][CH2:29][O:30][CH2:31][CH2:32][CH2:33][NH:34]C(=O)OC(C)(C)C)(=[O:13])[CH2:2][CH2:3][CH2:4][CH2:5][CH2:6][CH2:7][CH2:8][CH2:9][CH2:10][CH2:11][CH3:12]>C(O)(C(F)(F)F)=O.C(Cl)Cl.C(Cl)Cl>[C:63]([O:62][CH2:61][C@@H:15]([O:14][C:1](=[O:13])[CH2:2][CH2:3][CH2:4][CH2:5][CH2:6][CH2:7][CH2:8][CH2:9][CH2:10][CH2:11][CH3:12])[CH2:16][S:17][CH2:18][C@H:19]([NH:43][C:44]([O:46][CH2:47][CH:48]1[C:60]2[CH:59]=[CH:58][CH:57]=[CH:56][C:55]=2[C:54]2[C:49]1=[CH:50][CH:51]=[CH:52][CH:53]=2)=[O:45])[C:20](=[O:42])[NH:21][CH2:22][CH2:23][CH2:24][O:25][CH2:26][CH2:27][CH2:28][CH2:29][O:30][CH2:31][CH2:32][CH2:33][NH2:34])(=[O:75])[CH2:64][CH2:65][CH2:66][CH2:67][CH2:68][CH2:69][CH2:70][CH2:71][CH2:72][CH2:73][CH3:74] |f:1.2|. Reported procedure: (20R,24R)-20-(((9H-fluoren-9-yl)methoxy)carbonylamino)-2,2-dimethyl-4,19-dioxo-3,9,14-trioxa-22-thia-5,18-diazapentacosane-24,25-diyl didodecanoate was stirred in 30% TFA/DCM for 4 hours at room temperature. The reaction was then diluted with DCM and washed with 1M citric acid (pH3). The organics were then dried over anhydrous Na2SO4, filtered and concentrated to afford (2R,6R)-6-(((9H-fluoren-9-yl)methoxy)carbonylamino)-20-amino-7-oxo-12,17-dioxa-4-thia-8-azaicosane-1,2-diyl didodecanoate. The reactants are FC1=C(C=CC=C1)S(=O)(=O)NC1=CC=C2C3C(COC2=C1C(=O)O)C3 ((1aRS,7bSR)-5-(2-fluorobenzenesulfonylamino)-1,1a,2,7b-tetrahydrocyclopropa-[c]chromene-4-carboxylic acid), FC1=C(C=CC=C1)S(=O)(=O)NC1=CC=C2C3C(COC2=C1C(=O)O)C3 ((1aRS,7bSR)-5-(2-fluorobenzenesulfonylamino)-1,1a,2,7b-tetrahydrocyclopropa-[c]chromene-4-carboxylic acid), C(C)N1C[C@@H](CC1)CCN (2-((R)-1-ethylpyrrolidin-3-yl)ethylamine), C(C)N1C[C@@H](CC1)CCN (2-((R)-1-ethylpyrrolidin-3-yl)ethylamine). The solvent is CS(=O)C (DMSO), CO (methanol). Reaction conditions: temperature 130 celsius. Product: C(C)N1C[C@@H](CC1)CCNC1=C(C=CC=C1)S(=O)(=O)NC1=CC=C2C3C(COC2=C1C(=O)O)C3 ((1aRS,7bSR)-5-{2-[2-((R)-1-ethylpyrrolidin-3-yl)ethylamino]-benzenesulfonyl-amino}-1,1a,2,7b-tetrahydrocyclopropa[c]chromene-4-carboxylic acid). Isolated yield 46.8%. RXN SMILES: F[C:2]1[CH:7]=[CH:6][CH:5]=[CH:4][C:3]=1[S:8]([NH:11][C:12]1[C:21]([C:22]([OH:24])=[O:23])=[C:20]2[C:15]([CH:16]3[CH2:25][CH:17]3[CH2:18][O:19]2)=[CH:14][CH:13]=1)(=[O:10])=[O:9].[CH2:26]([N:28]1[CH2:32][CH2:31][C@@H:30]([CH2:33][CH2:34][NH2:35])[CH2:29]1)[CH3:27]>CS(C)=O.CO>[CH2:26]([N:28]1[CH2:32][CH2:31][C@@H:30]([CH2:33][CH2:34][NH:35][C:2]2[CH:7]=[CH:6][CH:5]=[CH:4][C:3]=2[S:8]([NH:11][C:12]2[C:21]([C:22]([OH:24])=[O:23])=[C:20]3[C:15]([CH:16]4[CH2:25][CH:17]4[CH2:18][O:19]3)=[CH:14][CH:13]=2)(=[O:10])=[O:9])[CH2:29]1)[CH3:27]. Reported procedure: A mixture of (1aRS,7bSR)-5-(2-fluorobenzenesulfonylamino)-1,1a,2,7b-tetrahydrocyclopropa-[c]chromene-4-carboxylic acid (Intermediate 67, 0.2 g) and 2-((R)-1-ethylpyrrolidin-3-yl)ethylamine (Intermediate 203, 2.0 g) in DMSO (2 mL) was divided between two sealed vials and each was stirred and heated at 130° C. for 24 hours. After cooling, the combined mixture was diluted with methanol and then concentrated under vacuum. The residue was purified by HPLC (C18) to give (1aRS,7bSR)-5-{2-[2-((R)-1-ethy... Reactants: O=C1CCN2CCCC2C1, O=[N+]([O-])c1ccc2[nH]ccc2c1, O. Yields the product O=[N+]([O-])c1ccc2[nH]cc(C3=CCN4CCCC4C3)c2c1. As a reaction SMILES: [CH2:13]1[CH2:14][CH2:15][N:16]2[CH2:17][CH2:18][C:19](=[O:22])[CH2:20][CH:21]12.[N+:1](=[O:2])([O-:3])[c:4]1[cH:5][c:6]2[cH:7][cH:8][nH:9][c:10]2[cH:11][cH:12]1.[OH2:23]>>[N+:1](=[O:2])([O-:3])[c:4]1[cH:5][c:6]2[c:7]([C:19]3=[CH:18][CH2:17][N:16]4[CH2:15][CH2:14][CH2:13][CH:21]4[CH2:20]3)[cH:8][nH:9][c:10]2[cH:11][cH:12]1. Reactants: CN(N=O)C(=N)N[N+](=O)[O-], CCO, NCc1cccc(F)c1, [Na+], [OH-]. Yields the product N=C(NCc1cccc(F)c1)N[N+](=O)[O-]. RXN SMILES: [CH3:10][N:11]([C:12]([NH:14][N+:15](=[O:16])[O-:17])=[NH:19])[N:13]=[O:18].[CH3:22][CH2:23][OH:24].[F:1][c:2]1[cH:3][c:4]([CH2:5][NH2:6])[cH:7][cH:8][cH:9]1.[Na+:21].[OH-:20]>>[F:1][c:2]1[cH:3][c:4]([CH2:5][NH:6][C:12](=[NH:11])[NH:14][N+:15](=[O:16])[O-:17])[cH:7][cH:8][cH:9]1.